Dataset: the Open Reaction Database (ORD), a public repository of structured organic reaction records. Task: describe an organic reaction: reactants, conditions, products, and yield The reactants are CC(C(COCc1ccccc1)NC(=O)OC(C)(C)C)N(CCOS(C)(=O)=O)S(C)(=O)=O, C1CCOC1, [Cl-], [H-], [NH4+], [Na+]. Yields the product CC1C(COCc2ccccc2)N(C(=O)OC(C)(C)C)CCN1S(C)(=O)=O. Reaction SMILES: [CH2:1]([c:2]1[cH:3][cH:4][cH:5][cH:6][cH:7]1)[O:8][CH2:9][CH:10]([CH:11]([CH3:12])[N:13]([S:14](=[O:15])(=[O:16])[CH3:17])[CH2:18][CH2:19][O:20][S:21]([CH3:22])(=[O:23])=[O:24])[NH:25][C:26](=[O:27])[O:28][C:29]([CH3:30])([CH3:31])[CH3:32].[CH2:37]1[O:38][CH2:39][CH2:40][CH2:41]1.[Cl-:35].[H-:33].[NH4+:36].[Na+:34]>>[CH2:1]([c:2]1[cH:3][cH:4][cH:5][cH:6][cH:7]1)[O:8][CH2:9][CH:10]1[CH:11]([CH3:12])[N:13]([S:14](=[O:15])(=[O:16])[CH3:17])[CH2:18][CH2:19][N:25]1[C:26](=[O:27])[O:28][C:29]([CH3:30])([CH3:31])[CH3:32]. The reactants are COC1=C(C=CC=C1)N1CCN(CC1)CCCNC1=C(C(=O)N(C)C)C=CC=N1 (2-{3-[4-(2-Methoxyphenyl)piperazin-1-yl]propylamino}-N,N-dimethylnicotinamide), Cl (hydrochloric acid), BrN1C(CCC1=O)=O (N-bromosuccinimide). Run in CO (methanol), C(Cl)Cl (methylene chloride), O (water), C(=O)([O-])[O-].[K+].[K+] (K2CO3). Run at time 24 hour. The product is BrC1=CC(=C(C=C1)N1CCN(CC1)CCCNC1=C(C(=O)N(C)C)C=CC=N1)OC (2-{3-[4-(4-bromo-2-methoxyphenyl)piperazin-1-yl]propylamino}-N,N-dimethylnicotinamide). The yield is 75.5%. Reaction SMILES: [CH3:1][O:2][C:3]1[CH:8]=[CH:7][CH:6]=[CH:5][C:4]=1[N:9]1[CH2:14][CH2:13][N:12]([CH2:15][CH2:16][CH2:17][NH:18][C:19]2[N:29]=[CH:28][CH:27]=[CH:26][C:20]=2[C:21]([N:23]([CH3:25])[CH3:24])=[O:22])[CH2:11][CH2:10]1.Cl.[Br:31]N1C(=O)CCC1=O>C(Cl)Cl.CO.O.C([O-])([O-])=O.[K+].[K+]>[Br:31][C:7]1[CH:6]=[CH:5][C:4]([N:9]2[CH2:10][CH2:11][N:12]([CH2:15][CH2:16][CH2:17][NH:18][C:19]3[N:29]=[CH:28][CH:27]=[CH:26][C:20]=3[C:21]([N:23]([CH3:25])[CH3:24])=[O:22])[CH2:13][CH2:14]2)=[C:3]([O:2][CH3:1])[CH:8]=1 |f:6.7.8|. Reported procedure: 2-{3-[4-(2-Methoxyphenyl)piperazin-1-yl]propylamino}-N,N-dimethylnicotinamide (0.21 g, 0.53 mmol), prepared as in Example 21, was dissolved in methylene chloride and the solution was treated with excess hydrochloric acid in methanol and concentrated under reduced pressure. The residue was dissolved in 6 mL of DMF and N-bromosuccinimide (0.101 g, 0.57 mmol) was added. The mixture was stirred at room temperature for approximately 24 hours, diluted with water and basified with K2CO3. The basified m... Starting materials: Cc1cccc([N+](=O)[O-])c1C=O, CN(C)P(=O)(N(C)C)N(C)C, Nc1ccc(C(F)(F)F)cc1, [Mg+2], [Na+], [Na+], O=S(=O)([O-])[O-], O=S(=O)([O-])[O-]. The product is Cc1cccc([N+](=O)[O-])c1C=Nc1ccc(C(F)(F)F)cc1. RXN SMILES: [CH3:12][c:13]1[c:14]([CH:15]=[O:16])[c:17]([N+:21](=[O:22])[O-:23])[cH:18][cH:19][cH:20]1.[CH3:37][N:38]([CH3:39])[P:40]([N:41]([CH3:42])[CH3:43])([N:44]([CH3:45])[CH3:46])=[O:47].[F:1][C:2]([c:3]1[cH:4][cH:5][c:6]([NH2:7])[cH:8][cH:9]1)([F:10])[F:11].[Mg+2:24].[Na+:30].[Na+:31].[O-:25][S:26]([O-:27])(=[O:28])=[O:29].[O-:32][S:33]([O-:34])(=[O:35])=[O:36]>>[F:1][C:2]([c:3]1[cH:4][cH:5][c:6]([N:7]=[CH:15][c:14]2[c:13]([CH3:12])[cH:20][cH:19][cH:18][c:17]2[N+:21](=[O:22])[O-:23])[cH:8][cH:9]1)([F:10])[F:11].